Dataset: the Open Reaction Database (ORD), a public repository of structured organic reaction records. Task: describe an organic reaction: reactants, conditions, products, and yield Reactants: ClC1=CC=C(C=C1C1=CC(=CC=C1)C=O)CNC(=O)C1=CC(=CC=C1)C(=O)NCC=1C(=C2C(=NC1CC)N(N=C2)CC)NC2CCOCC2 (N-[(6-Chloro-3′-formyl-3-biphenylyl)methyl]-N′-{[1,6-diethyl-4-(tetrahydro-2H-pyran-4-ylamino)-1H-pyrazolo[3,4-b]pyridin-5-yl]methyl}-1,3-benzenedicarboxamide), C(C)(=O)O[BH-](OC(C)=O)OC(C)=O.[Na+] (Sodium triacetoxyborohydride), CN1CCNCCC1 (1-methylhexahydro-1H-1,4-diazepine), C(C)(=O)O (acetic acid). The solvent is ClCCCl (1,2-dichloroethane). Conditions: time 30 minute. Yields the product ClC1=CC=C(C=C1C1=CC(=CC=C1)CN1CCN(CCC1)C)CNC(=O)C1=CC(=CC=C1)C(=O)NCC=1C(=C2C(=NC1CC)N(N=C2)CC)NC2CCOCC2 (N-({6-Chloro-3′-[(4-methylhexahydro-1H-1,4-diazepin-1-yl)methyl]-3-biphenylyl}methyl)-N′-{[1,6-diethyl-4-(tetrahydro-2H-pyran-4-ylamino)-1H-pyrazolo[3,4-b]pyridin-5-yl]methyl}-1,3-benzenedicarboxamide). Reaction SMILES: [Cl:1][C:2]1[C:7]([C:8]2[CH:13]=[CH:12][CH:11]=[C:10]([CH:14]=O)[CH:9]=2)=[CH:6][C:5]([CH2:16][NH:17][C:18]([C:20]2[CH:25]=[CH:24][CH:23]=[C:22]([C:26]([NH:28][CH2:29][C:30]3[C:31]([NH:43][CH:44]4[CH2:49][CH2:48][O:47][CH2:46][CH2:45]4)=[C:32]4[CH:40]=[N:39][N:38]([CH2:41][CH3:42])[C:33]4=[N:34][C:35]=3[CH2:36][CH3:37])=[O:27])[CH:21]=2)=[O:19])=[CH:4][CH:3]=1.[CH3:50][N:51]1[CH2:57][CH2:56][CH2:55][NH:54][CH2:53][CH2:52]1.C(O)(=O)C.C(O[BH-](OC(=O)C)OC(=O)C)(=O)C.[Na+]>ClCCCl>[Cl:1][C:2]1[C:7]([C:8]2[CH:13]=[CH:12][CH:11]=[C:10]([CH2:14][N:54]3[CH2:55][CH2:56][CH2:57][N:51]([CH3:50])[CH2:52][CH2:53]3)[CH:9]=2)=[CH:6][C:5]([CH2:16][NH:17][C:18]([C:20]2[CH:25]=[CH:24][CH:23]=[C:22]([C:26]([NH:28][CH2:29][C:30]3[C:31]([NH:43][CH:44]4[CH2:49][CH2:48][O:47][CH2:46][CH2:45]4)=[C:32]4[CH:40]=[N:39][N:38]([CH2:41][CH3:42])[C:33]4=[N:34][C:35]=3[CH2:36][CH3:37])=[O:27])[CH:21]=2)=[O:19])=[CH:4][CH:3]=1 |f:3.4|. Procedure: N-[(6-Chloro-3′-formyl-3-biphenylyl)methyl]-N′-{[1,6-diethyl-4-(tetrahydro-2H-pyran-4-ylamino)-1H-pyrazolo[3,4-b]pyridin-5-yl]methyl}-1,3-benzenedicarboxamide (0.034 g, 0.05 mmol), 1-methylhexahydro-1H-1,4-diazepine (0.0069 g, 0.06 mmol), and acetic acid (0.0036 g, 0.06 mmol) were combined in 1,2-dichloroethane (2 mL). The reaction mixture was stirred for 30 min. Sodium triacetoxyborohydride (0.0148 g, 0.07 mmol) was added and the mixture stirred overnight at room temperature. Solvents were conc... Starting materials: [Al+3], C1CCOC1, CCOCC, ClP(Cl)c1csc2ccccc12, [H-], [H-], [H-], [H-], [Li+], [Na+], [OH-]. Product: Pc1csc2ccccc12. Reaction SMILES: [Al+3:2].[CH2:7]1[O:8][CH2:9][CH2:10][CH2:11]1.[CH3:26][CH2:27][O:28][CH2:29][CH3:30].[Cl:12][P:13]([c:14]1[cH:15][s:16][c:17]2[c:18]1[cH:19][cH:20][cH:21][cH:22]2)[Cl:23].[H-:1].[H-:4].[H-:5].[H-:6].[Li+:3].[Na+:25].[OH-:24]>>[PH2:13][c:14]1[cH:15][s:16][c:17]2[c:18]1[cH:19][cH:20][cH:21][cH:22]2. Reactants: O=C(O)c1ccc(CCCc2ccccc2OCc2ccccc2)cc1, CCN=C=NCCCN(C)C, CN(C)c1ccncc1, CCOC(C)=O, Cl, NS(=O)(=O)c1ccc([N+](=O)[O-])cc1. The product is O=C(NS(=O)(=O)c1ccc([N+](=O)[O-])cc1)c1ccc(CCCc2ccccc2OCc2ccccc2)cc1. Reaction SMILES: [CH2:1]([c:2]1[cH:3][cH:4][cH:5][cH:6][cH:7]1)[O:8][c:9]1[c:10]([CH2:15][CH2:16][CH2:17][c:18]2[cH:19][cH:20][c:21]([C:22](=[O:23])[OH:24])[cH:25][cH:26]2)[cH:11][cH:12][cH:13][cH:14]1.[CH3:41][N:42]([CH3:43])[CH2:44][CH2:45][CH2:46][N:47]=[C:48]=[N:49][CH2:50][CH3:51].[CH3:52][N:53]([c:54]1[cH:55][cH:56][n:57][cH:58][cH:59]1)[CH3:60].[CH3:61][CH2:62][O:63][C:64]([CH3:65])=[O:66].[ClH:40].[N+:27](=[O:28])([O-:29])[c:30]1[cH:31][cH:32][c:33]([S:36](=[O:37])(=[O:38])[NH2:39])[cH:34][cH:35]1>>[CH2:1]([c:2]1[cH:3][cH:4][cH:5][cH:6][cH:7]1)[O:8][c:9]1[c:10]([CH2:15][CH2:16][CH2:17][c:18]2[cH:19][cH:20][c:21]([C:22](=[O:23])[NH:39][S:36]([c:33]3[cH:32][cH:31][c:30]([N+:27](=[O:28])[O-:29])[cH:35][cH:34]3)(=[O:37])=[O:38])[cH:25][cH:26]2)[cH:11][cH:12][cH:13][cH:14]1. Reactants: CN(C(C1=CC=CC=C1)=O)CC(CCS(=O)(=O)C)C1=CC(=C(C=C1)OC)OC (N-methyl-N-(2-(3,4-dimethoxyphenyl)-4-methanesulfonylbutyl)benzamide), FC1=CC=C(CN2C(=NC3=C2C=CC=C3)C(=O)C3CCNCC3)C=C1 (4-(1-(4-fluorobenzyl)-1H-benzimidazole-2-carbonyl)piperidine). The product is CN(C(C1=CC=CC=C1)=O)CC(CCN1CCC(CC1)C(=O)C1=NC2=C(N1CC1=CC=C(C=C1)F)C=CC=C2)C2=CC(=C(C=C2)OC)OC (N-Methyl-N-(4-(4-(1-(4-fluorobenzyl)-1H-benzimidazole-2-carbonyl)piperidin-1-yl)-2-(3,4-dimethoxyphenyl)butyl)benzamide). RXN SMILES: [CH3:1][N:2]([CH2:11][CH:12]([C:19]1[CH:24]=[CH:23][C:22]([O:25][CH3:26])=[C:21]([O:27][CH3:28])[CH:20]=1)[CH2:13][CH2:14]S(C)(=O)=O)[C:3](=[O:10])[C:4]1[CH:9]=[CH:8][CH:7]=[CH:6][CH:5]=1.[F:29][C:30]1[CH:53]=[CH:52][C:33]([CH2:34][N:35]2[C:39]3[CH:40]=[CH:41][CH:42]=[CH:43][C:38]=3[N:37]=[C:36]2[C:44]([CH:46]2[CH2:51][CH2:50][NH:49][CH2:48][CH2:47]2)=[O:45])=[CH:32][CH:31]=1>>[CH3:1][N:2]([CH2:11][CH:12]([C:19]1[CH:24]=[CH:23][C:22]([O:25][CH3:26])=[C:21]([O:27][CH3:28])[CH:20]=1)[CH2:13][CH2:14][N:49]1[CH2:50][CH2:51][CH:46]([C:44]([C:36]2[N:35]([CH2:34][C:33]3[CH:32]=[CH:31][C:30]([F:29])=[CH:53][CH:52]=3)[C:39]3[CH:40]=[CH:41][CH:42]=[CH:43][C:38]=3[N:37]=2)=[O:45])[CH2:47][CH2:48]1)[C:3](=[O:10])[C:4]1[CH:9]=[CH:8][CH:7]=[CH:6][CH:5]=1. Procedure details: Prepare by the method of Example 1.7 using N-methyl-N-(2-(3,4-dimethoxyphenyl)-4-methanesulfonylbutyl)benzamide and 4-(1-(4-fluorobenzyl)-1H-benzimidazole-2-carbonyl)piperidine to give the title compound. Starting materials: ClCCl, O=C(O)C(F)(F)F, CC(C)(C)OC(=O)c1ccc(-c2ccccc2)cc1NC(=O)c1cc(C2CCOC2)ccc1O. Yields the product O=C(Nc1cc(-c2ccccc2)ccc1C(=O)O)c1cc(C2CCOC2)ccc1O. As a reaction SMILES: [CH2:42]([Cl:43])[Cl:44].[OH:1][C:2]([C:3]([F:4])([F:5])[F:6])=[O:7].[OH:8][c:9]1[c:10]([C:11](=[O:12])[NH:13][c:14]2[c:15]([C:16](=[O:17])[O:18][C:19]([CH3:20])([CH3:21])[CH3:22])[cH:23][cH:24][c:25](-[c:27]3[cH:28][cH:29][cH:30][cH:31][cH:32]3)[cH:26]2)[cH:33][c:34]([CH:37]2[CH2:38][O:39][CH2:40][CH2:41]2)[cH:35][cH:36]1>>[OH:8][c:9]1[c:10]([C:11](=[O:12])[NH:13][c:14]2[c:15]([C:16](=[O:17])[OH:18])[cH:23][cH:24][c:25](-[c:27]3[cH:28][cH:29][cH:30][cH:31][cH:32]3)[cH:26]2)[cH:33][c:34]([CH:37]2[CH2:38][O:39][CH2:40][CH2:41]2)[cH:35][cH:36]1. Reactants: CC(C)CC(OC(c1ccccc1)c1ccc(C(=O)N2CCN(C(=O)OC(C)(C)C)CC2)cc1)C(=O)NCC#N, O=CO. Yields the product CC(C)CC(OC(c1ccccc1)c1ccc(C(=O)N2CCNCC2)cc1)C(=O)NCC#N. RXN SMILES: [C:1](#[N:2])[CH2:3][NH:4][C:5](=[O:6])[CH:7]([CH2:8][CH:9]([CH3:10])[CH3:11])[O:12][CH:13]([c:14]1[cH:15][cH:16][c:17]([C:18](=[O:19])[N:20]2[CH2:21][CH2:22][N:23]([C:26]([O:27][C:28]([CH3:29])([CH3:30])[CH3:31])=[O:32])[CH2:24][CH2:25]2)[cH:33][cH:34]1)[c:35]1[cH:36][cH:37][cH:38][cH:39][cH:40]1.[CH:41]([OH:42])=[O:43]>>[C:1](#[N:2])[CH2:3][NH:4][C:5](=[O:6])[CH:7]([CH2:8][CH:9]([CH3:10])[CH3:11])[O:12][CH:13]([c:14]1[cH:15][cH:16][c:17]([C:18](=[O:19])[N:20]2[CH2:21][CH2:22][NH:23][CH2:24][CH2:25]2)[cH:33][cH:34]1)[c:35]1[cH:36][cH:37][cH:38][cH:39][cH:40]1. The reactants are Br, CC(C)(C)NC(=O)C1c2[nH]c3ccccc3c2CCN1C(=O)OCc1ccccc1, CC(=O)O. Product: CC(C)(C)NC(=O)C1NCCc2c1[nH]c1ccccc21. RXN SMILES: [BrH:31].[CH2:1]([O:2][C:3](=[O:4])[N:11]1[CH:12]([C:24](=[O:25])[NH:26][C:27]([CH3:28])([CH3:29])[CH3:30])[c:13]2[nH:14][c:15]3[cH:16][cH:17][cH:18][cH:19][c:20]3[c:21]2[CH2:22][CH2:23]1)[c:5]1[cH:6][cH:7][cH:8][cH:9][cH:10]1.[CH3:32][C:33](=[O:34])[OH:35]>>[NH:11]1[CH:12]([C:24](=[O:25])[NH:26][C:27]([CH3:28])([CH3:29])[CH3:30])[c:13]2[nH:14][c:15]3[cH:16][cH:17][cH:18][cH:19][c:20]3[c:21]2[CH2:22][CH2:23]1.